describe an organic reaction: reactants, conditions, products, and yield From a dataset of the Open Reaction Database (ORD), a public repository of structured organic reaction records. The reactants are CC(c1ccccc1)N1CC2CC=CCC2(NC(=O)OC(C)(C)C)C1, O=C(Cl)OCc1ccccc1, ClCCl. Yields the product CC(C)(C)OC(=O)NC12CC=CCC1CN(C(=O)OCc1ccccc1)C2. As a reaction SMILES: [C:12]([CH3:13])([CH3:14])([CH3:15])[O:16][C:17](=[O:18])[NH:19][C:20]12[CH2:21][CH:22]=[CH:23][CH2:24][CH:25]1[CH2:26][N:27]([CH:29]([c:30]1[cH:31][cH:32][cH:33][cH:34][cH:35]1)[CH3:36])[CH2:28]2.[Cl:1][C:2](=[O:3])[O:4][CH2:5][c:6]1[cH:7][cH:8][cH:9][cH:10][cH:11]1.[Cl:37][CH2:38][Cl:39]>>[C:2](=[O:3])([O:4][CH2:5][c:6]1[cH:7][cH:8][cH:9][cH:10][cH:11]1)[N:27]1[CH2:26][CH:25]2[C:20]([NH:19][C:17]([O:16][C:12]([CH3:13])([CH3:14])[CH3:15])=[O:18])([CH2:21][CH:22]=[CH:23][CH2:24]2)[CH2:28]1.